This data is from the Open Reaction Database (ORD), a public repository of structured organic reaction records. The task is: describe an organic reaction: reactants, conditions, products, and yield Reactants: C(C)(=O)O[C@@H](C=O)[C@@H](OC(C)=O)[C@@H](OC(C)=O)[C@H](OC(C)=O)COC(C)=O (D-Galactose pentaacetate), C(C)(=O)OC(C)=O (acetic anhydride), O=C[C@H](O)[C@@H](O)[C@@H](O)[C@H](O)CO (D-galactose), C(C)(=O)[O-].[Na+] (sodium acetate). Run in ClC(C)Cl (dichloroethane). Yields the product C(C)(=O)O[C@H]1[C@H](OC(C)=O)[C@@H](OC(C)=O)[C@@H](OC(C)=O)[C@H](O1)COC(C)=O (β-D-galactose pentaacetate). RXN SMILES: C([O:4][C@H:5]([C@H:8]([C@H:13]([C@@H:18]([CH2:23][O:24][C:25](=[O:27])[CH3:26])[O:19][C:20](=[O:22])[CH3:21])[O:14][C:15](=[O:17])[CH3:16])[O:9][C:10](=[O:12])[CH3:11])[CH:6]=[O:7])(=O)C.[O:28]=[CH:29][C@@H:30]([C@H]([C@H]([C@@H](CO)O)O)O)O.C([O-])(=O)C.[Na+].C(OC(=O)C)(=O)C>ClC(Cl)C>[C:25]([O:24][C@@H:23]1[O:4][C@H:5]([CH2:6][O:7][C:29](=[O:28])[CH3:30])[C@H:8]([O:9][C:10](=[O:12])[CH3:11])[C@H:13]([O:14][C:15](=[O:17])[CH3:16])[C@H:18]1[O:19][C:20](=[O:22])[CH3:21])(=[O:27])[CH3:26] |f:2.3|. Reported procedure: The synthesis of compounds 26-31 are depicted in FIGS. 19A and 19B and are set forth in the examples hereinbelow. In this figure, the synthesis of compounds 26, 27, 28, and 36 parallels that of compounds 17, 18, 19, and 20 as set forth above and illustrated in FIG. 18. In this regard, benzyl 4,6-O-benzylidene-2-O-benzoyl-3-O-chloroacetyl-β-D-thiogalactopyranoside (compound 31) has been produced without the necessity of chromatography. D-Galactose pentaacetate 26 is produced by slurring D-galacto... Procedure: 1-[4-(2-Amino-phenyl)-piperidin-1-yl]-ethanone (0.3 g, 1.38 mmol) was dissolved in a solution of hydrochloric acid (6 N, 6 mL) and cooled to 0° C. A solution of sodium nitrite (0.097 g, 1.4 mmol) in water (1 mL) was added drop wise and the mixture stirred for 1 hour. The resulting solution was added drop wise to a solution of copper (I) chloride (0.35 g, 3.5 mmol) in hydrochloric acid (6 N, 6 mL). The mixture was allowed to warm to room temperature, and was then diluted with water (20 mL) and th... Reagents/catalysts: [Cu]Cl (copper (I) chloride). Yields the product ClC1=C(C=CC=C1)C1CCN(CC1)C(C)=O (1-[4-(2-Chloro-phenyl)-piperidin-1-yl]-ethanone). Run at temperature 0 celsius, time 1 hour. Reactants: Cl (hydrochloric acid), NC1=C(C=CC=C1)C1CCN(CC1)C(C)=O (1-[4-(2-Amino-phenyl)-piperidin-1-yl]-ethanone), Cl (hydrochloric acid), N(=O)[O-].[Na+] (sodium nitrite). Run in O (water), O (water). Reaction SMILES: N[C:2]1[CH:7]=[CH:6][CH:5]=[CH:4][C:3]=1[CH:8]1[CH2:13][CH2:12][N:11]([C:14](=[O:16])[CH3:15])[CH2:10][CH2:9]1.N([O-])=O.[Na+].[ClH:21]>O.[Cu]Cl>[Cl:21][C:2]1[CH:7]=[CH:6][CH:5]=[CH:4][C:3]=1[CH:8]1[CH2:13][CH2:12][N:11]([C:14](=[O:16])[CH3:15])[CH2:10][CH2:9]1 |f:1.2|. As a reaction SMILES: [CH3:1][O:2][C:3]1[CH:4]=[C:5]([OH:13])[CH:6]=[C:7]([O:11][CH3:12])[C:8]=1[O:9][CH3:10].[ClH:14].O=[C:16]1[CH2:21][CH2:20][NH:19][CH2:18][CH:17]1[C:22](OC)=[O:23]>>[ClH:14].[CH3:12][O:11][C:7]1[C:8]([O:9][CH3:10])=[C:3]([O:2][CH3:1])[C:4]2[C:16]3[CH2:21][CH2:20][NH:19][CH2:18][C:17]=3[C:22](=[O:23])[O:13][C:5]=2[CH:6]=1 |f:1.2,3.4|. Yields the product Cl.COC1=CC2=C(C(=C1OC)OC)C1=C(CNCC1)C(O2)=O (1,2,3,4-Tetrahydro-8,9,10-trimethoxy-5H-[1]benzopyrano[3,4-c]pyridin-5-one hydrochloride). Procedure details: Prepared by the method described in Example 1 from 3,4,5-trimethoxyphenol (25 g, 0.14 moles) and methyl 4-oxo-3-piperidinecarboxylate hydrochloride (18.8 g, 0.097 moles). Recrystallization from dilute aqueous hydrochloric acid yielded the product (17.5 g) as the hydrochloride, mp 232°-234° C. Isolated yield 55.0%. Starting materials: COC=1C=C(C=C(C1OC)OC)O (3,4,5-trimethoxyphenol), Cl.O=C1C(CNCC1)C(=O)OC (methyl 4-oxo-3-piperidinecarboxylate hydrochloride). The reactants are ClC=1C=C(C=C(C1)Cl)B(O)O (3,5-dichlorophenyl-boronic acid), [F-].[Cs+] (cesium fluoride), BrC1=CC2=C(NC1=O)N(N=C2C2CCC2)C(C)(C)C (5-bromo-1-tert-butyl-3-cyclobutyl-1,7-dihydro -pyrazolo[3,4-b]pyridin-6-one), ClC=1C=C(C=C(C1)Cl)B(O)O (3,5-dichlorophenyl-boronic acid), [F-].[Cs+] (cesium fluoride). Reagents/catalysts: C=1C=CC(=CC1)[P](C=2C=CC=CC2)(C=3C=CC=CC3)[Pd]([P](C=4C=CC=CC4)(C=5C=CC=CC5)C=6C=CC=CC6)([P](C=7C=CC=CC7)(C=8C=CC=CC8)C=9C=CC=CC9)[P](C=1C=CC=CC1)(C=1C=CC=CC1)C=1C=CC=CC1 (Pd(PPh3)4), C=1C=CC(=CC1)[P](C=2C=CC=CC2)(C=3C=CC=CC3)[Pd]([P](C=4C=CC=CC4)(C=5C=CC=CC5)C=6C=CC=CC6)([P](C=7C=CC=CC7)(C=8C=CC=CC8)C=9C=CC=CC9)[P](C=1C=CC=CC1)(C=1C=CC=CC1)C=1C=CC=CC1 (Pd(PPh3)4). Run in C(Cl)Cl (CH2Cl2), C(OC)COC (dimethoxyethane). Reaction conditions: time 3 hour. Yields the product C(C)(C)(C)N1N=C(C2=C1NC(C(=C2)C2=CC(=CC(=C2)Cl)Cl)=O)C2CCC2 (1-tert-Butyl-3-cyclobutyl-5-(3,5-dichloro-phenyl)-1,7-dihydro-pyrazolo[3,4-b]pyridin-6-one). Yield: 12.0%. As a reaction SMILES: Br[C:2]1[C:7](=[O:8])[NH:6][C:5]2[N:9]([C:16]([CH3:19])([CH3:18])[CH3:17])[N:10]=[C:11]([CH:12]3[CH2:15][CH2:14][CH2:13]3)[C:4]=2[CH:3]=1.[Cl:20][C:21]1[CH:22]=[C:23](B(O)O)[CH:24]=[C:25]([Cl:27])[CH:26]=1.[F-].[Cs+]>C(COC)OC.C(Cl)Cl.C1C=CC([P]([Pd]([P](C2C=CC=CC=2)(C2C=CC=CC=2)C2C=CC=CC=2)([P](C2C=CC=CC=2)(C2C=CC=CC=2)C2C=CC=CC=2)[P](C2C=CC=CC=2)(C2C=CC=CC=2)C2C=CC=CC=2)(C2C=CC=CC=2)C2C=CC=CC=2)=CC=1>[C:16]([N:9]1[C:5]2[NH:6][C:7](=[O:8])[C:2]([C:23]3[CH:22]=[C:21]([Cl:20])[CH:26]=[C:25]([Cl:27])[CH:24]=3)=[CH:3][C:4]=2[C:11]([CH:12]2[CH2:15][CH2:14][CH2:13]2)=[N:10]1)([CH3:19])([CH3:18])[CH3:17] |f:2.3,^1:45,47,66,85|. Reported procedure: To a stirring solution of 5-bromo-1-tert-butyl-3-cyclobutyl-1,7-dihydro -pyrazolo[3,4-b]pyridin-6-one (50.0 mg, 0.15 mmol) in dimethoxyethane (1.5 mL) was added 3,5-dichlorophenyl-boronic acid (32.6 mg, 0.17 mmol), followed by cesium fluoride (51.9 mg, 0.34 mmol), and Pd(PPh3)4 (catalytic amount, 0.005 mmol). The reaction mixture was heated to reflux. After 3 hr, additional amounts of 3,5-dichlorophenyl-boronic acid (32.6 mg, 0.17 mmol), cesium fluoride (51.9 mg, 0.34 mmol), and Pd(PPh3)4 (catal... Solvent: CC(C)O (2-propanol). The yield is 28.3%. Run at temperature 100 celsius. Starting materials: NC1=CC=C2C=3C(=CC=C(C3NC2=C1)C(=O)N)C1=C(C=CC=C1)F (7-amino-4-(2-fluorophenyl)-9H-carbazole-1-carboxamide), C(=C)S(=O)(=O)C=C (vinylsulfonylethene). Yields the product FC1=C(C=CC=C1)C1=CC=C(C=2NC3=CC(=CC=C3C12)N1CCS(CC1)(=O)=O)C(=O)N (4-(2-fluorophenyl)-7-(1,1-dioxothiomorpholino)-9H-carbazole-1-carboxamide). Reported procedure: A suspension of 7-amino-4-(2-fluorophenyl)-9H-carbazole-1-carboxamide (Example 54-1, 36 mg, 0.113 mmol) in 2-propanol (1.0 mL) was treated with vinylsulfonylethene (20 μL, 0.199 mmol) at rt. The reaction mixture was heated at 100° C. for 26 h. The mixture was cooled to rt, concentrated and the residue was purified by preparative HPLC to provide 4-(2-fluorophenyl)-7-(1,1-dioxothiomorpholino)-9H-carbazole-1-carboxamide as a yellow solid (14 mg, 28%). 1H NMR (400 MHz, DMSO-d6) δ 11.26 (1H, s), 8.17... Reaction SMILES: [NH2:1][C:2]1[CH:14]=[C:13]2[C:5]([C:6]3[C:7]([C:18]4[CH:23]=[CH:22][CH:21]=[CH:20][C:19]=4[F:24])=[CH:8][CH:9]=[C:10]([C:15]([NH2:17])=[O:16])[C:11]=3[NH:12]2)=[CH:4][CH:3]=1.[CH:25]([S:27]([CH:30]=[CH2:31])(=[O:29])=[O:28])=[CH2:26]>CC(O)C>[F:24][C:19]1[CH:20]=[CH:21][CH:22]=[CH:23][C:18]=1[C:7]1[C:6]2[C:5]3[C:13](=[CH:14][C:2]([N:1]4[CH2:31][CH2:30][S:27](=[O:29])(=[O:28])[CH2:25][CH2:26]4)=[CH:3][CH:4]=3)[NH:12][C:11]=2[C:10]([C:15]([NH2:17])=[O:16])=[CH:9][CH:8]=1. Starting materials: C(C(C)C)C1=CC=C(C=C1)C(C(=O)O)C (2-(4-isobutylphenyl)propionic acid), BrC1OC(=O)C2=CC=CC=C12 (3-bromophthalide). The solvent is C(Cl)(Cl)Cl (chloroform), C(C)N(CC)CC (triethylamine), C(Cl)(Cl)Cl (chloroform). Conditions: time 24 hour. Yields the product C(C(C)C)C1=CC=C(C=C1)C(C(=O)OC1OC(=O)C2=CC=CC=C12)C (phthalidyl 2-(4-isobutylphenyl)propionate). Yield: 82.2%. Reaction SMILES: [CH2:1]([C:5]1[CH:10]=[CH:9][C:8]([CH:11]([CH3:15])[C:12]([OH:14])=[O:13])=[CH:7][CH:6]=1)[CH:2]([CH3:4])[CH3:3].Br[CH:17]1[C:26]2[C:21](=[CH:22][CH:23]=[CH:24][CH:25]=2)[C:19](=[O:20])[O:18]1>C(Cl)(Cl)Cl.C(N(CC)CC)C>[CH2:1]([C:5]1[CH:6]=[CH:7][C:8]([CH:11]([CH3:15])[C:12]([O:14][CH:17]2[C:26]3[C:21](=[CH:22][CH:23]=[CH:24][CH:25]=3)[C:19](=[O:20])[O:18]2)=[O:13])=[CH:9][CH:10]=1)[CH:2]([CH3:4])[CH3:3]. Reported procedure: To a solution of 6.2 g of 2-(4-isobutylphenyl)propionic acid in 30 ml of chloroform and 3.4 g of triethylamine, a solution of 6.2 g of 3-bromophthalide in 20 ml of chloroform is added. The solution thus obtained is stirred 24 hours at room temperature (about +22° C.), the organic phase is washed with an aqueous solution of sodium bicarbonate, then with water and finally it is dried on anhydrous sodium sulfate and evaporated to dryness. The residue, crystallized from petroleum ether, yields 8.1 g... Starting materials: C(C1=CC=CC=C1)ONC(=O)[C@@H](CCCC1=CC=CC=C1)[C@H](C(=O)NN1C(NCC1=O)=O)CC(C)C (2(R)-[1(S)-(benzyloxycarbamoyl)-4-phenylbutyl]-4-methyl-N-(2,5-dioxo-1-imidazolidinyl)valeramide). The reagents and catalysts are [Pd] (palladium-on-carbon). Run in CO (methanol). Product: ONC(=O)[C@@H](CCCC1=CC=CC=C1)[C@H](C(=O)NN1C(NCC1=O)=O)CC(C)C (2(R)-[1(S)-(hydroxycarbamoyl)-4-phenylbutyl]-4-methyl-N-(2,5-dioxo-1-imidazolidinyl)valeramide). Yield: 17.7%. RXN SMILES: C([O:8][NH:9][C:10]([C@H:12]([C@@H:22]([CH2:33][CH:34]([CH3:36])[CH3:35])[C:23]([NH:25][N:26]1[C:30](=[O:31])[CH2:29][NH:28][C:27]1=[O:32])=[O:24])[CH2:13][CH2:14][CH2:15][C:16]1[CH:21]=[CH:20][CH:19]=[CH:18][CH:17]=1)=[O:11])C1C=CC=CC=1>CO.[Pd]>[OH:8][NH:9][C:10]([C@H:12]([C@@H:22]([CH2:33][CH:34]([CH3:36])[CH3:35])[C:23]([NH:25][N:26]1[C:30](=[O:31])[CH2:29][NH:28][C:27]1=[O:32])=[O:24])[CH2:13][CH2:14][CH2:15][C:16]1[CH:17]=[CH:18][CH:19]=[CH:20][CH:21]=1)=[O:11]. Reported procedure: A solution of 0.290 g of 2(R)-[1(S)-(benzyloxycarbamoyl)-4-phenylbutyl]-4-methyl-N-(2,5-dioxo-1-imidazolidinyl)valeramide in 10 ml of methanol was hydrogenated for 2 hours in the presence of 0.087 g of 5% palladium-on-carbon. The catalyst was removed by filtration and evaporation of the solvent gave a residue which was purified by flash column chromatography on silica gel using dichloromethane/methanol (95:5) for the elution to give 0.042 g of 2(R)-[1(S)-(hydroxycarbamoyl)-4-phenylbutyl]-4-methy... Starting materials: CCCOC1CC(C(O[Si](C)(C)C(C)(C)C)C(Cc2cc(F)cc(F)c2)NC(=O)c2cc(Br)cc(C(=O)OC)c2)N(C(=O)OC(C)(C)C)C1, CCCOC1CC(C(O[Si](C)(C)C(C)(C)C)C(Cc2cc(F)cc(F)c2)NC(=O)c2cc(C)cc(C(=O)OC)c2)N(C(=O)OC(C)(C)C)C1, CO, Cl, O=N[O-], [Na+], O, O=C(O)c1cc(O)cc(N2CCCC2=O)c1. Yields the product CCCOC1CC(C(O[Si](C)(C)C(C)(C)C)C(Cc2cc(F)cc(F)c2)NC(=O)c2cc(O)cc(N3CCCC3=O)c2)N(C(=O)OC(C)(C)C)C1. RXN SMILES: [Br:66][c:67]1[cH:68][c:69]([C:77]([NH:78][CH:79]([CH2:80][c:81]2[cH:82][c:83]([F:84])[cH:85][c:86]([F:87])[cH:88]2)[CH:89]([CH:90]2[CH2:91][CH:92]([O:93][CH2:94][CH2:95][CH3:96])[CH2:97][N:98]2[C:99]([O:100][C:101]([CH3:102])([CH3:103])[CH3:104])=[O:105])[O:106][Si:107]([C:108]([CH3:109])([CH3:110])[CH3:111])([CH3:112])[CH3:113])=[O:114])[cH:70][c:71]([C:72]([O:73][CH3:74])=[O:75])[cH:76]1.[C:1]([CH3:2])([CH3:3])([CH3:4])[Si:5]([O:6][CH:7]([CH:8]([CH2:9][c:10]1[cH:11][c:12]([F:17])[cH:13][c:14]([F:16])[cH:15]1)[NH:18][C:19](=[O:20])[c:21]1[cH:22][c:23]([CH3:24])[cH:25][c:26]([C:27]([O:28][CH3:29])=[O:30])[cH:31]1)[CH:32]1[N:33]([C:41](=[O:42])[O:43][C:44]([CH3:45])([CH3:46])[CH3:47])[CH2:34][CH:35]([O:37][CH2:38][CH2:39][CH3:40])[CH2:36]1)([CH3:48])[CH3:49].[CH3:121][OH:122].[ClH:119].[N:115]([O-:116])=[O:117].[Na+:118].[OH2:120].[OH:50][c:51]1[cH:52][c:53]([C:54](=[O:55])[OH:56])[cH:57][c:58]([N:60]2[C:61](=[O:65])[CH2:62][CH2:63][CH2:64]2)[cH:59]1>>[C:1]([CH3:2])([CH3:3])([CH3:4])[Si:5]([O:6][CH:7]([CH:8]([CH2:9][c:10]1[cH:11][c:12]([F:17])[cH:13][c:14]([F:16])[cH:15]1)[NH:18][C:54]([c:53]1[cH:52][c:51]([OH:50])[cH:59][c:58]([N:60]2[C:61](=[O:65])[CH2:62][CH2:63][CH2:64]2)[cH:57]1)=[O:56])[CH:32]1[N:33]([C:41](=[O:42])[O:43][C:44]([CH3:45])([CH3:46])[CH3:47])[CH2:34][CH:35]([O:37][CH2:38][CH2:39][CH3:40])[CH2:36]1)([CH3:48])[CH3:49].